Dataset: the Open Reaction Database (ORD), a public repository of structured organic reaction records. Task: describe an organic reaction: reactants, conditions, products, and yield Reactants: [BH4-], CNC(=O)C(=O)c1ccccc1COc1cc(C)ccc1C, CO, Cl, [Na+]. The product is CNC(=O)C(O)c1ccccc1COc1cc(C)ccc1C. RXN SMILES: [BH4-:23].[CH3:1][c:2]1[c:3]([O:4][CH2:5][c:6]2[c:7]([C:12]([C:13](=[O:14])[NH:15][CH3:16])=[O:17])[cH:8][cH:9][cH:10][cH:11]2)[cH:18][c:19]([CH3:22])[cH:20][cH:21]1.[CH3:26][OH:27].[ClH:25].[Na+:24]>>[CH3:1][c:2]1[c:3]([O:4][CH2:5][c:6]2[c:7]([CH:12]([C:13](=[O:14])[NH:15][CH3:16])[OH:17])[cH:8][cH:9][cH:10][cH:11]2)[cH:18][c:19]([CH3:22])[cH:20][cH:21]1.